The task is: describe an organic reaction: reactants, conditions, products, and yield. This data is from the Open Reaction Database (ORD), a public repository of structured organic reaction records. Reactants: CC(C)N, O=C1C2=C(CCCC2)C(=O)N1c1cc(OC2CCCC2)c(Cl)cc1F, c1ccccc1. Product: CC(C)NC(=O)C1=C(C(=O)Nc2cc(OC3CCCC3)c(Cl)cc2F)CCCC1. As a reaction SMILES: [CH3:26][CH:27]([CH3:28])[NH2:29].[F:1][c:2]1[c:3]([N:15]2[C:16](=[O:25])[C:17]3=[C:18]([C:19]2=[O:20])[CH2:21][CH2:22][CH2:23][CH2:24]3)[cH:4][c:5]([O:9][CH:10]2[CH2:11][CH2:12][CH2:13][CH2:14]2)[c:6]([Cl:8])[cH:7]1.[cH:30]1[cH:31][cH:32][cH:33][cH:34][cH:35]1>>[F:1][c:2]1[c:3]([NH:15][C:16]([C:17]2=[C:18]([C:19](=[O:20])[NH:29][CH:27]([CH3:26])[CH3:28])[CH2:21][CH2:22][CH2:23][CH2:24]2)=[O:25])[cH:4][c:5]([O:9][CH:10]2[CH2:11][CH2:12][CH2:13][CH2:14]2)[c:6]([Cl:8])[cH:7]1. Starting materials: BrC1=CC(=CC=2C=NSC21)[N+](=O)[O-] (7-bromo-5-nitro-benzo[d]isothiazole), Cl (hydrochloric acid). The reagents and catalysts are [Fe] (iron). Run in C(C)O (ethanol). Product: BrC1=CC(=CC=2C=NSC21)N (7-bromo-benzo[d]isothiazol-5-ylamine). Yield: 56.0%. RXN SMILES: [Br:1][C:2]1[C:10]2[S:9][N:8]=[CH:7][C:6]=2[CH:5]=[C:4]([N+:11]([O-])=O)[CH:3]=1.Cl>C(O)C.[Fe]>[Br:1][C:2]1[C:10]2[S:9][N:8]=[CH:7][C:6]=2[CH:5]=[C:4]([NH2:11])[CH:3]=1. Procedure: A mixture of 7-bromo-5-nitro-benzo[d]isothiazole (1.0 g, 3.9 mmol) and iron powder (1.0 g, 19 mmol) in ethanol (40 mL) was heated to reflux with vigorous stirring. An aqueous 0.1 N hydrochloric acid (10 mL, 1 mmol) solution was added and the reaction continued until TLC showed no starting material. The reaction mixture was cooled to RT and filtered. The filtrate was concentrated and aqueous sodium carbonate was added to the residue until it became basic. This mixture was filtered through Celite,... The reactants are COc1ccc2c(Oc3ccc(OCCN4CCCCC4)cc3)c(Br)ccc2c1, Cc1ccc(B(O)O)s1, CS(C)(=O)=O, c1ccc(P(c2ccccc2)(c2ccccc2)[Pd](P(c2ccccc2)(c2ccccc2)c2ccccc2)(P(c2ccccc2)(c2ccccc2)c2ccccc2)P(c2ccccc2)(c2ccccc2)c2ccccc2)cc1. Product: COc1ccc2c(Oc3ccc(OCCN4CCCCC4)cc3)c(-c3ccc(C)s3)ccc2c1. Reaction SMILES: [Br:1][c:2]1[c:3]([O:14][c:15]2[cH:16][cH:17][c:18]([O:19][CH2:20][CH2:21][N:22]3[CH2:23][CH2:24][CH2:25][CH2:26][CH2:27]3)[cH:28][cH:29]2)[c:4]2[cH:5][cH:6][c:7]([O:12][CH3:13])[cH:8][c:9]2[cH:10][cH:11]1.[CH3:30][c:31]1[cH:32][cH:33][c:34]([B:36]([OH:37])[OH:38])[s:35]1.[CH3:39][S:40]([CH3:41])(=[O:42])=[O:43].[cH:44]1[cH:45][cH:46][c:47]([P:48]([Pd:49]([P:50]([c:51]2[cH:52][cH:53][cH:54][cH:55][cH:56]2)([c:57]2[cH:58][cH:59][cH:60][cH:61][cH:62]2)[c:63]2[cH:64][cH:65][cH:66][cH:67][cH:68]2)([P:69]([c:70]2[cH:71][cH:72][cH:73][cH:74][cH:75]2)([c:76]2[cH:77][cH:78][cH:79][cH:80][cH:81]2)[c:82]2[cH:83][cH:84][cH:85][cH:86][cH:87]2)[P:88]([c:89]2[cH:90][cH:91][cH:92][cH:93][cH:94]2)([c:95]2[cH:96][cH:97][cH:98][cH:99][cH:100]2)[c:101]2[cH:102][cH:103][cH:104][cH:105][cH:106]2)([c:107]2[cH:108][cH:109][cH:110][cH:111][cH:112]2)[c:113]2[cH:114][cH:115][cH:116][cH:117][cH:118]2)[cH:119][cH:120]1>>[c:2]1(-[c:34]2[cH:33][cH:32][c:31]([CH3:30])[s:35]2)[c:3]([O:14][c:15]2[cH:16][cH:17][c:18]([O:19][CH2:20][CH2:21][N:22]3[CH2:23][CH2:24][CH2:25][CH2:26][CH2:27]3)[cH:28][cH:29]2)[c:4]2[cH:5][cH:6][c:7]([O:12][CH3:13])[cH:8][c:9]2[cH:10][cH:11]1. Starting materials: O=[N+]([O-])c1cccc2nc(Br)sc12, O=C([O-])[O-], C1COCCN1, [K+], [K+], CN(C)C=O, O. Yields the product O=[N+]([O-])c1cccc2nc(N3CCOCC3)sc12. As a reaction SMILES: [Br:1][c:2]1[s:3][c:4]2[c:5]([n:6]1)[cH:7][cH:8][cH:9][c:10]2[N+:11](=[O:12])[O-:13].[C:14](=[O:15])([O-:16])[O-:17].[CH2:20]1[CH2:21][O:22][CH2:23][CH2:24][NH:25]1.[K+:18].[K+:19].[O:26]=[CH:27][N:28]([CH3:29])[CH3:30].[OH2:31]>>[c:2]1([N:25]2[CH2:20][CH2:21][O:22][CH2:23][CH2:24]2)[s:3][c:4]2[c:5]([n:6]1)[cH:7][cH:8][cH:9][c:10]2[N+:11](=[O:12])[O-:13].